From a dataset of the Open Reaction Database (ORD), a public repository of structured organic reaction records. describe an organic reaction: reactants, conditions, products, and yield The reactants are C(C)OC(=O)C=1C=2C[C@@H]3[C@H](C2N(N1)C=1N=NC(=CC1)Cl)C3 ((1aR,5aR)-2-(6-chloropyridazin-3-yl)-1a,2,5,5a-tetrahydro-1H-2,3-diaza-cyclopropa[a]pentalene-4-carboxylic acid ethyl ester), aqueous solution, [OH-].[Na+] (sodium hydroxide), CO (methanol). Run in C1CCOC1 (THF). Reaction conditions: temperature 23 celsius, time 4 hour. Product: ClC1=CC=C(N=N1)N1N=C(C=2C[C@@H]3[C@H](C12)C3)C(=O)O ((1aR,5aR)-2-(6-chloropyridazin-3-yl)-1a,2,5,5a-tetrahydro-1H-2,3-diaza-cyclopropa[a]pentalene-4-carboxylic acid), COC1=CC=C(N=N1)N1N=C(C=2C[C@@H]3[C@H](C12)C3)C(=O)O ((1aR,5aR)-2-(6-methoxypyridazin-3-yl)-1a,2,5,5a-tetrahydro-1H-2,3-diaza-cyclopropa[a]pentalene-4-carboxylic acid). As a reaction SMILES: C([O:3][C:4]([C:6]1[C:7]2[CH2:8][C@H:9]3[CH2:21][C@H:10]3[C:11]=2[N:12]([C:14]2[N:15]=[N:16][C:17]([Cl:20])=[CH:18][CH:19]=2)[N:13]=1)=[O:5])C.[OH-:22].[Na+].[CH3:24]O>C1COCC1>[Cl:20][C:17]1[N:16]=[N:15][C:14]([N:12]2[C:11]3[C@@H:10]4[CH2:21][C@@H:9]4[CH2:8][C:7]=3[C:6]([C:4]([OH:5])=[O:3])=[N:13]2)=[CH:19][CH:18]=1.[CH3:24][O:22][C:17]1[N:16]=[N:15][C:14]([N:12]2[C:11]3[C@@H:10]4[CH2:21][C@@H:9]4[CH2:8][C:7]=3[C:6]([C:4]([OH:3])=[O:5])=[N:13]2)=[CH:19][CH:18]=1 |f:1.2|. Procedure: To a solution of (1aR,5aR)-2-(6-chloropyridazin-3-yl)-1a,2,5,5a-tetrahydro-1H-2,3-diaza-cyclopropa[a]pentalene-4-carboxylic acid ethyl ester (245 mg, 0.804 mmol) in methanol (2 mL) and THF (2 mL) was added a 2.0 M aqueous solution of sodium hydroxide (1.206 mL, 2.412 mmol). The reaction was stirred at 23° C. for 4 h. The organic solvents were removed by distillation. To the remaining residue was added 15 mL water. The aqueous solution was acidified to pH 2 by addition of 1 M HCl. The resulting p... The reactants are BrC1=CC=C(C=C1)C1=C(C(=NO1)C)N (5-(4-bromo-phenyl)-3-methyl-isoxazol-4-ylamine), C1(=CC=CC=C1)S(=O)(=O)N=C=O (benzenesulfonyl isocyanate). Product: C1(=CC=CC=C1)S(=O)(=O)NC(=O)NC=1C(=NOC1C1=CC=C(C=C1)Br)C (1-Benzenesulfonyl-3-[5-(4-bromo-phenyl)-3-methyl-isoxazol-4-yl]-urea). Reaction SMILES: [Br:1][C:2]1[CH:7]=[CH:6][C:5]([C:8]2[O:12][N:11]=[C:10]([CH3:13])[C:9]=2[NH2:14])=[CH:4][CH:3]=1.[C:15]1([S:21]([N:24]=[C:25]=[O:26])(=[O:23])=[O:22])[CH:20]=[CH:19][CH:18]=[CH:17][CH:16]=1>>[C:15]1([S:21]([NH:24][C:25]([NH:14][C:9]2[C:10]([CH3:13])=[N:11][O:12][C:8]=2[C:5]2[CH:4]=[CH:3][C:2]([Br:1])=[CH:7][CH:6]=2)=[O:26])(=[O:22])=[O:23])[CH:16]=[CH:17][CH:18]=[CH:19][CH:20]=1. Reported procedure: Prepared according to the procedure described in Example 3, Step 7, using 5-(4-bromo-phenyl)-3-methyl-isoxazol-4-ylamine and benzenesulfonyl isocyanate. Starting materials: COc1ccc(CCBr)cc1, Cc1nc(-c2ccn[nH]2)sc1C(=O)NCc1ccc(F)cc1. Yields the product COc1ccc(CCn2ccc(-c3nc(C)c(C(=O)NCc4ccc(F)cc4)s3)n2)cc1. Reaction SMILES: [Br:23][CH2:24][CH2:25][c:26]1[cH:27][cH:28][c:29]([O:32][CH3:33])[cH:30][cH:31]1.[F:1][c:2]1[cH:3][cH:4][c:5]([CH2:6][NH:7][C:8](=[O:9])[c:10]2[c:11]([CH3:20])[n:12][c:13](-[c:15]3[nH:16][n:17][cH:18][cH:19]3)[s:14]2)[cH:21][cH:22]1>>[F:1][c:2]1[cH:3][cH:4][c:5]([CH2:6][NH:7][C:8](=[O:9])[c:10]2[c:11]([CH3:20])[n:12][c:13](-[c:15]3[n:16][n:17]([CH2:24][CH2:25][c:26]4[cH:27][cH:28][c:29]([O:32][CH3:33])[cH:30][cH:31]4)[cH:18][cH:19]3)[s:14]2)[cH:21][cH:22]1. Reactants: [Al], Cc1ccccc1, COC(=O)CC(C[N+](=O)[O-])c1ccc(OC)c(OC2CCCC2)c1, Cl, C1CCOC1, O. The product is COc1ccc(C2CC(=O)N(O)C2)cc1OC1CCCC1. Reaction SMILES: [Al:25].[CH3:26][c:27]1[cH:28][cH:29][cH:30][cH:31][cH:32]1.[CH:1]1([O:6][c:7]2[cH:8][c:9]([CH:15]([CH2:16][C:17](=[O:18])[O:20][CH3:23])[CH2:21][N+:22](=[O:19])[O-:24])[cH:10][cH:11][c:12]2[O:13][CH3:14])[CH2:2][CH2:3][CH2:4][CH2:5]1.[ClH:33].[O:34]1[CH2:35][CH2:36][CH2:37][CH2:38]1.[OH2:39]>>[CH:1]1([O:6][c:7]2[cH:8][c:9]([CH:15]3[CH2:16][C:17](=[O:18])[N:22]([OH:24])[CH2:21]3)[cH:10][cH:11][c:12]2[O:13][CH3:14])[CH2:2][CH2:3][CH2:4][CH2:5]1. Reactants: 54.3, BrC=1C=C(C=CC1N1CCN(CC1)C1=CC=C(C=C1)OC)N (3-bromo-4-[4-(4-methoxyphenyl)-1-piperazinyl]-benzenamine), S1(CCCC1)(=O)=O (tetrahydrothiophene 1,1-dioxide), C(C)N(N=CN(C)C)C(=O)[O-] (ethyl[(dimethylamino)methylene]hydrazinecarboxylate). Solvent: C(C)O (ethanol). Product: 44.6, BrC=1C=C(C=CC1N1CCN(CC1)C1=CC=C(C=C1)OC)N1C(NN=C1)=O (4-[3-bromo-4-[4-(4-methoxyphenyl)-1-piperazinyl]phenyl]-2,4-dihydro-3H-1,2,4-triazol-3-one). RXN SMILES: [Br:1][C:2]1[CH:3]=[C:4]([NH2:22])[CH:5]=[CH:6][C:7]=1[N:8]1[CH2:13][CH2:12][N:11]([C:14]2[CH:19]=[CH:18][C:17]([O:20][CH3:21])=[CH:16][CH:15]=2)[CH2:10][CH2:9]1.S1(=O)(=O)CCCC1.C([N:32]([C:38]([O-])=[O:39])[N:33]=[CH:34]N(C)C)C>C(O)C>[Br:1][C:2]1[CH:3]=[C:4]([N:22]2[CH:34]=[N:33][NH:32][C:38]2=[O:39])[CH:5]=[CH:6][C:7]=1[N:8]1[CH2:9][CH2:10][N:11]([C:14]2[CH:15]=[CH:16][C:17]([O:20][CH3:21])=[CH:18][CH:19]=2)[CH2:12][CH2:13]1. Procedure details: To a stirred mixture of 54.3 parts of 3-bromo-4-[4-(4-methoxyphenyl)-1-piperazinyl]-benzenamine and 189 parts of tetrahydrothiophene 1,1-dioxide was added portionwise, during a 30 minutes-period, 28.6 parts of ethyl[(dimethylamino)methylene]hydrazinecarboxylate at 160° C. Upon completion, stirring and heating were continued at 170° C. till all ethanol was distilled off. After cooling to room temperature, 120 parts of 4-methyl-2-pentanone were added to dissolve the sticky residue. The whole was h... Run in CN(C(C)=O)C (N,N-dimethylacetamide). As a reaction SMILES: [CH2:1]([O:3][CH2:4][CH2:5][N:6]1[C:10]2=[N:11][CH:12]=[CH:13][CH:14]=[C:9]2[N:8]=[C:7]1[CH2:15][CH2:16][CH2:17][CH2:18][N:19]1[CH2:24][CH2:23][NH:22][CH2:21][CH2:20]1)[CH3:2].Cl[CH2:26][C:27]1[N:35]([CH2:36][CH2:37][O:38][CH2:39][CH3:40])[C:30]2=[N:31][CH:32]=[CH:33][CH:34]=[C:29]2[N:28]=1.[C:41](=[O:44])([O-:43])[O-].[Na+].[Na+]>CN(C)C(=O)C>[C:4]([OH:3])(=[O:38])[C:41]([OH:43])=[O:44].[CH2:39]([O:38][CH2:37][CH2:36][N:35]1[C:30]2=[N:31][CH:32]=[CH:33][CH:34]=[C:29]2[N:28]=[C:27]1[CH2:26][N:22]1[CH2:21][CH2:20][N:19]([CH2:18][CH2:17][CH2:16][CH2:15][C:7]2[N:6]([CH2:5][CH2:4][O:3][CH2:1][CH3:2])[C:10]3=[N:11][CH:12]=[CH:13][CH:14]=[C:9]3[N:8]=2)[CH2:24][CH2:23]1)[CH3:40] |f:2.3.4,6.7|. Procedure: A mixture of 3.3 parts of 3-(2-ethoxyethyl)-2-[4-(1-piperazinyl)butyl]-3H-imidazo[4,5-b]pyridine, 2.9 parts of 2-(chloromethyl)-3-(2-ethoxyethyl) -3H-imidazo[4,5-b]pyridine, 1.2 parts of sodium carbonate and 22.5 parts of N,N-dimethylacetamide was stirred for 6 hours at 70° C. The reaction mixture was evaporated and the residue was extracted with dichloromethane. The extract was dried, filtered and evaporated. The residue was converted into the ethanedioate salt in 2-propanol. The salt was filte... Isolated yield 6.8%. Run at temperature 70 celsius, time 6 hour. Yields the product C(C(=O)O)(=O)O.C(C)OCCN1C(=NC=2C1=NC=CC2)CN2CCN(CC2)CCCCC2=NC=1C(=NC=CC1)N2CCOCC (3-(2-ethoxyethyl)-2-[[4-[4-[3-(2-ethoxyethyl)-3H-imidazo[4,5-b]pyridin-2-yl]butyl]-1-piperazinyl]methyl]-3H-imidazo[4,5-b]pyridine ethanedioate). Starting materials: C(C)OCCN1C(=NC=2C1=NC=CC2)CCCCN2CCNCC2 (3-(2-ethoxyethyl)-2-[4-(1-piperazinyl)butyl]-3H-imidazo[4,5-b]pyridine), ClCC1=NC=2C(=NC=CC2)N1CCOCC (2-(chloromethyl)-3-(2-ethoxyethyl) -3H-imidazo[4,5-b]pyridine), C([O-])([O-])=O.[Na+].[Na+] (sodium carbonate). Yields the product BrC=1C=C(C(=NC1)C1CCOCC1)C (5-Bromo-3-methyl-2-(tetrahydro-2H-pyran-4-yl)pyridine). Reactants: BrC=1C=C(C(=NC1)C1(CCOCC1)C(=O)O)C (4-(5-bromo-3-methylpyridin-2-yl)tetrahydro-2H-pyran-4-carboxylic acid), O (water). Isolated yield 88.2%. RXN SMILES: [Br:1][C:2]1[CH:3]=[C:4]([CH3:17])[C:5]([C:8]2(C(O)=O)[CH2:13][CH2:12][O:11][CH2:10][CH2:9]2)=[N:6][CH:7]=1.O>CS(C)=O>[Br:1][C:2]1[CH:3]=[C:4]([CH3:17])[C:5]([CH:8]2[CH2:13][CH2:12][O:11][CH2:10][CH2:9]2)=[N:6][CH:7]=1. The solvent is CS(=O)C (dimethylsulfoxide). Procedure: A solution of 4-(5-bromo-3-methylpyridin-2-yl)tetrahydro-2H-pyran-4-carboxylic acid (420 mg) in dimethylsulfoxide (1 ml) was stirred at 150° C. for 1.5 hours. After completion of the reaction, the mixture was cooled to room temperature, water was added thereto, and extracted with chloroform. The organic layer was washed with water and saturated brine sequentially, then dried over anhydrous sodium sulfate, and the solvent was evaporated. The obtained residue was purified with silica gel column ch... RXN SMILES: [Br:9][c:10]1[cH:11][c:12](-[n:16]2[n:17][c:18]([CH3:25])[c:19]([C:22](=[O:23])[OH:24])[c:20]2[CH3:21])[cH:13][cH:14][cH:15]1.[Cl:26][c:27]1[cH:28][cH:29][c:30]([CH:33]=[CH:34][B:35]([OH:36])[OH:37])[cH:31][cH:32]1.[Cl:38][CH2:39][Cl:40].[K+:6].[K+:7].[K+:8].[P:1]([O-:2])([O-:3])([O-:4])=[O:5]>>[c:10]1([CH:34]=[CH:33][c:30]2[cH:29][cH:28][c:27]([Cl:26])[cH:32][cH:31]2)[cH:11][c:12](-[n:16]2[n:17][c:18]([CH3:25])[c:19]([C:22](=[O:23])[OH:24])[c:20]2[CH3:21])[cH:13][cH:14][cH:15]1. The product is Cc1nn(-c2cccc(C=Cc3ccc(Cl)cc3)c2)c(C)c1C(=O)O. Reactants: Cc1nn(-c2cccc(Br)c2)c(C)c1C(=O)O, OB(O)C=Cc1ccc(Cl)cc1, ClCCl, [K+], [K+], [K+], O=P([O-])([O-])[O-]. The reactants are acid chloride, [Cl-].[Mg+2].[Cl-] (magnesium chloride), C(CC(=O)C)(=O)OC(C)(C)C (tert-butyl acetoacetate), N1=CC=CC=C1 (pyridine), C(C(=O)Cl)(=O)Cl (oxalyl chloride), CN(C=O)C (dimethyl formamide), C(=O)(OCC1=CC=CC=C1)N1[C@@H](C(=O)O)CCC1 ((+)-carbobenzyloxy-D-proline). Run in ClCCl (dichloromethane), ClCCl (dichloromethane), CCOC(=O)C (EtOAc), ClCCl (dichloromethane). Reaction conditions: time 2 hour. Product: C(=O)=C(C(=O)[C@@H]1N(CCC1)C(=O)OCC1=CC=CC=C1)C(C)=O ((2R)-benzyl 2-(2-(carbonyl)-3-oxobutanoyl)pyrrolidine-1-carboxylate). Reaction SMILES: [C:1]([N:11]1[CH2:18][CH2:17][CH2:16][C@@H:12]1[C:13]([OH:15])=O)([O:3][CH2:4][C:5]1[CH:10]=[CH:9][CH:8]=[CH:7][CH:6]=1)=[O:2].C(Cl)(=O)C(Cl)=O.CN(C)C=O.[Cl-].[Mg+2].[Cl-].[C:33](OC(C)(C)C)(=[O:38])[CH2:34][C:35]([CH3:37])=[O:36].N1C=CC=CC=1>ClCCl.CCOC(C)=O>[C:33](=[C:34]([C:35](=[O:36])[CH3:37])[C:13]([C@H:12]1[CH2:16][CH2:17][CH2:18][N:11]1[C:1]([O:3][CH2:4][C:5]1[CH:6]=[CH:7][CH:8]=[CH:9][CH:10]=1)=[O:2])=[O:15])=[O:38] |f:3.4.5|. Procedure details: To a suspension of (+)-carbobenzyloxy-D-proline (10 g, 40 mmol) in dichloromethane (250 mL) was added oxalyl chloride (6.9 mL, 80 mmol) followed by dimethyl formamide (15 μL, 0.2 mmol). The reaction mixture was then stirred for 2 h and concentrated in vacuo. The resulting acid chloride in dichloromethane (50 mL) was added to a mixture of magnesium chloride (4 g, 40 mmol) and tert-butyl acetoacetate (6.5 mL, 4 mmol) in pyridine (6.5 mL, 80 mmol) and dichloromethane (50 mL) at 0° C. and stirred fo... Starting materials: C1(=CC=CC=C1)P(C1=CC=CC=C1)C1=CC=CC=C1 (triphenylphosphine), [Br-].CCC[C@@H](C)[C@H]1CC[C@H]2[C@@H]3CC[C@@H]4CCCC[C@]4(C)[C@H]3CC[C@]12C (5β-cholane bromide), COC1(C=O)CC=C(C=C1)OC (p-dimethoxybenzaldehyde), C(CCC)[Li] (butyl lithium), CCC[C@@H](C)[C@H]1CC[C@H]2[C@@H]3CC[C@@H]4CCCC[C@]4(C)[C@H]3CC[C@]12C.[Br-].C1(=CC=CC=C1)[PH+](C1=CC=CC=C1)C1=CC=CC=C1 (5β-cholane triphenylphosphonium bromide). The reagents and catalysts are [C].[Pd] (palladium carbon). The solvent is C1(=CC=CC=C1)C (toluene), CCOCC (ether). Product: CCC[C@@H](C)[C@H]1CC[C@H]2[C@@H]3CC[C@@H]4CCCC[C@]4(C)[C@H]3CC[C@]12C.COC1=CC=C(C=C1)OC (5β-cholane p-dimethoxybenzene). RXN SMILES: [Br-].[CH3:2][CH2:3][CH2:4][C@H:5]([C@@H:7]1[C@:24]2([CH3:25])[C@H:10]([C@H:11]3[C@H:21]([CH2:22][CH2:23]2)[C@:19]2([CH3:20])[C@@H:14]([CH2:15][CH2:16][CH2:17][CH2:18]2)[CH2:13][CH2:12]3)[CH2:9][CH2:8]1)[CH3:6].C1(P(C2C=CC=CC=2)C2C=CC=CC=2)C=CC=CC=1.CCC[C@H]([C@@H]1[C@]2(C)[C@H]([C@H]3[C@H](CC2)[C@]2(C)[C@@H](CCCC2)CC3)CC1)C.[Br-].C1([PH+](C2C=CC=CC=2)C2C=CC=CC=2)C=CC=CC=1.[CH3:89][O:90][C:91]1([CH:98]=[CH:97][C:96]([O:99][CH3:100])=[CH:95][CH2:94]1)C=O.C([Li])CCC>C1(C)C=CC=CC=1.CCOCC.[C].[Pd]>[CH3:2][CH2:3][CH2:4][C@H:5]([C@@H:7]1[C@:24]2([CH3:25])[C@H:10]([C@H:11]3[C@H:21]([CH2:22][CH2:23]2)[C@:19]2([CH3:20])[C@@H:14]([CH2:15][CH2:16][CH2:17][CH2:18]2)[CH2:13][CH2:12]3)[CH2:9][CH2:8]1)[CH3:6].[CH3:89][O:90][C:91]1[CH:98]=[CH:97][C:96]([O:99][CH3:100])=[CH:95][CH:94]=1 |f:0.1,3.4.5,10.11,12.13|. Procedure: The intermediate product obtained in Example 24, i.e., 5β-cholane alcohol, 10 m mol, was subjected to tosylation and treated with lithium bromide, thus forming 8 m mol of 5β-cholane bromide. 5β-cholane bromide was made to react with 12 m mol of triphenylphosphine in toluene, thereby preparing 7.8 m mol of 5β-cholane-triphenylphosphonium bromide. This product, 7.5 m mol, was reacted with 7.5 m mol of p-dimethoxybenzaldehyde in ether in the presence of butyl lithium. The product resulting from thi...